Dataset: the Open Reaction Database (ORD), a public repository of structured organic reaction records. Task: describe an organic reaction: reactants, conditions, products, and yield Product: 140, CCCCCCC=C.C1(\C=C/C(=O)O1)=O (octene-1 maleic anhydride). Reaction SMILES: [C:1]1(=[O:7])[O:6][C:4](=[O:5])[CH:3]=[CH:2]1.[CH3:8][CH2:9][CH2:10][CH2:11][CH2:12][CH2:13][CH:14]=[CH2:15].N(C(C)(C)C#N)=NC(C)(C)C#N>C1(C)C=CC=CC=1>[CH3:15][CH2:14][CH2:13][CH2:12][CH2:11][CH2:10][CH:9]=[CH2:8].[C:4]1(=[O:5])[O:6][C:1](=[O:7])[CH:2]=[CH:3]1 |f:4.5|. Solvent: C1(=CC=CC=C1)C (toluene). Reported procedure: A mixture of 98 parts of maleic anhydride, 112 parts of octene-1, 4 parts azobisisobutyronitrile and 400 parts of toluene was reacted for 8 hours at 70°-75° C. with stirring in an autoclave in an atmosphere of nitrogen. After completion of the reaction, the reaction mixture was cooled and then precipitated from 500 parts of methanol, followed by filtration and drying to yield 140 parts of a white powdery octene-1-maleic anhydride copolymer (mole ratio substantially 1:1; MW = 4300). A mixture of ... Reactants: 98, C1(\C=C/C(=O)O1)=O (maleic anhydride), CCCCCCC=C (octene-1), N(=NC(C#N)(C)C)C(C#N)(C)C (azobisisobutyronitrile). Reactants: O=C([O-])O, ONCc1ccccc1, COC(C)(C)C, O=COCC(F)(F)F, Cl, [K+]. Product: O=CN(O)Cc1ccccc1. RXN SMILES: [C:11]([O-:12])(=[O:13])[OH:14].[CH2:2]([c:3]1[cH:4][cH:5][cH:6][cH:7][cH:8]1)[NH:9][OH:10].[CH3:24][O:25][C:26]([CH3:27])([CH3:28])[CH3:29].[CH:16]([O:17][CH2:18][C:19]([F:20])([F:21])[F:22])=[O:23].[ClH:1].[K+:15]>>[CH2:2]([c:3]1[cH:4][cH:5][cH:6][cH:7][cH:8]1)[N:9]([OH:10])[CH:11]=[O:12]. The reactants are solution, Cl (hydrochloric acid), O=C1N[C@H]2[C@@H](N1C1CCN(CC1)C1CCN(CC1)C(=O)OC(C)(C)C)CCCC2 (cis-(+/−)-tert-butyl 4-(2-oxooctahydro-1H-benzimidazol-1-yl)-1,4′-bipiperidine-1′-carboxylate). The solvent is O1CCOCC1 (dioxane), O1CCOCC1 (dioxane). Conditions: time 7 hour. Yields the product Cl.N1(CCC(CC1)N1C(N[C@H]2[C@@H]1CCCC2)=O)C2CCNCC2 (cis-(+/−)-1-(1,4′-bipiperidin-4-yl)octahydro-2H-benzimidazol-2-one hydrochloride salt). As a reaction SMILES: [ClH:1].[O:2]=[C:3]1[N:7]([CH:8]2[CH2:13][CH2:12][N:11]([CH:14]3[CH2:19][CH2:18][N:17](C(OC(C)(C)C)=O)[CH2:16][CH2:15]3)[CH2:10][CH2:9]2)[C@H:6]2[CH2:27][CH2:28][CH2:29][CH2:30][C@H:5]2[NH:4]1>O1CCOCC1>[ClH:1].[N:11]1([CH:14]2[CH2:19][CH2:18][NH:17][CH2:16][CH2:15]2)[CH2:10][CH2:9][CH:8]([N:7]2[C@H:6]3[CH2:27][CH2:28][CH2:29][CH2:30][C@H:5]3[NH:4][C:3]2=[O:2])[CH2:13][CH2:12]1 |f:3.4|. Procedure details: A 4N solution of hydrochloric acid in dioxane (1.0 mL, 4.0 mmol) was added to a solution of cis-(+/−)-tert-butyl 4-(2-oxooctahydro-1H-benzimidazol-1-yl)-1,4′-bipiperidine-1′-carboxylate (244 mg, 0.60 mmol) from Step A in dioxane (5 mL). The reaction was stirred at room temperature for 7 h and the mixture was concentrated in vacuo. The product (251 mg) was used directly for the next step without further purification. MS (M+1): 307.4